describe an organic reaction: reactants, conditions, products, and yield From a dataset of the Open Reaction Database (ORD), a public repository of structured organic reaction records. Starting materials: CC(=O)O (AcOH), COC=1C=C(C=C(C1)OC)CC#C[Si](C)(C)C ((3-(3,5-dimethoxyphenyl)prop-1-ynyl)trimethylsilane), CCCC[N+](CCCC)(CCCC)CCCC.[F-] (TBAF). The solvent is CCOCC (Et2O), C1CCOC1 (THF). Run at time 24 hour. Product: COC1=CC(=CC(=C1)CC#C)OC (1,3-dimethoxy-5-(prop-2-ynyl)benzene). The yield is 101.2%. Reaction SMILES: [CH3:1][O:2][C:3]1[CH:4]=[C:5]([CH2:11][C:12]#[C:13][Si](C)(C)C)[CH:6]=[C:7]([O:9][CH3:10])[CH:8]=1.CC(O)=O.CCCC[N+](CCCC)(CCCC)CCCC.[F-]>C1COCC1.CCOCC>[CH3:10][O:9][C:7]1[CH:6]=[C:5]([CH2:11][C:12]#[CH:13])[CH:4]=[C:3]([O:2][CH3:1])[CH:8]=1 |f:2.3|. Reported procedure: To a stirred solution of 7 (5.37 g, 21.6 mmol, 1 equiv) was dissolved in THF (100 mL) and AcOH (4.99 mL, 86.5 mmol, 4 equiv) was added followed by dropwise addition of TBAF (1 M in THF; 86.5 mL, 86.5 mmol, 4 equiv). The resulting reaction was allowed to stir at room temperature for 24 h. The reaction was diluted with Et2O, washed with brine (×2), dried (MgSO4), filtered, and concentrated under reduced pressure. The crude mixture was purified by chromatography on SiO2 (EtOAc/hexanes, 1:10) to giv... Reactants: CC(C#CC1=C(C)C(=O)C(O)CC1(C)C)=CC=O, [Cl-], O=C(O)COc1ccccc1, O, c1ccncc1. RXN SMILES: [CH3:1][C:2]1=[C:3]([C:12]#[C:13][C:14](=[CH:15][CH:16]=[O:17])[CH3:18])[C:4]([CH3:10])([CH3:11])[CH2:5][CH:6]([OH:9])[C:7]1=[O:8].[Cl-:19].[O:20]([c:21]1[cH:22][cH:23][cH:24][cH:25][cH:26]1)[CH2:27][C:28](=[O:29])[OH:30].[OH2:31].[cH:32]1[cH:33][cH:34][n:35][cH:36][cH:37]1>>[CH3:1][C:2]1=[C:3]([C:12]#[C:13][C:14](=[CH:15][CH:16]=[O:17])[CH3:18])[C:4]([CH3:10])([CH3:11])[CH2:5][CH:6]([O:9][C:28]([CH2:27][O:20][c:21]2[cH:22][cH:23][cH:24][cH:25][cH:26]2)=[O:29])[C:7]1=[O:8]. The product is CC(C#CC1=C(C)C(=O)C(OC(=O)COc2ccccc2)CC1(C)C)=CC=O. The reactants are ClC=1C(=NC=C(C1)C(F)(F)F)OC1=C(C=C(N)C=C1C)C (4-(3-chloro-5-trifluoromethylpyridin-2-yloxy)-3,5-dimethylaniline), CC(C(=O)OC)C(CC)=O (methyl 2-methyl-3-oxopentanoate), C1(=CC=C(C=C1)S(=O)(=O)O)C (p-toluenesulfonic acid). Run in C=1(C(=CC=CC1)C)C (xylene). Product: ClC=1C(=NC=C(C1)C(F)(F)F)OC=1C(=C2C(=C(C(=NC2=CC1C)CC)C)O)C (6-(3-chloro-5-trifluoromethylpyridin-2-yloxy)-2-ethyl-4-hydroxy-3,5,7-trimethyl-quinoline). RXN SMILES: [Cl:1][C:2]1[C:3]([O:12][C:13]2[C:19]([CH3:20])=[CH:18][C:16]([NH2:17])=[CH:15][C:14]=2[CH3:21])=[N:4][CH:5]=[C:6]([C:8]([F:11])([F:10])[F:9])[CH:7]=1.[CH3:22][CH:23]([C:28](=O)[CH2:29][CH3:30])[C:24](OC)=[O:25].C1(C)C=CC(S(O)(=O)=O)=CC=1>C1(C)C(C)=CC=CC=1>[Cl:1][C:2]1[C:3]([O:12][C:13]2[C:19]([CH3:20])=[C:18]3[C:16](=[CH:15][C:14]=2[CH3:21])[N:17]=[C:28]([CH2:29][CH3:30])[C:23]([CH3:22])=[C:24]3[OH:25])=[N:4][CH:5]=[C:6]([C:8]([F:11])([F:9])[F:10])[CH:7]=1. Reported procedure: A solution of 1.52 9 of 4-(3-chloro-5-trifluoromethylpyridin-2-yloxy)-3,5-dimethylaniline, 1.75 g of methyl 2-methyl-3-oxopentanoate, and 0.92 g of p-toluenesulfonic acid dissolved in 49 mL of xylene was heated under reflux for 8 hr. This reaction solution was cooled, and the precipitated crystals were then collected by filtration and were washed with n-hexane and distilled water and were dried to give 2.56 g of 6-(3-chloro-5-trifluoromethylpyridin-2-yloxy)-2-ethyl-4-hydroxy-3,5,7-trimethyl-quin... The reactants are O=C(O)C(=O)N1CCC(Cc2ccccc2)CC1, CCCCCC, Nc1ccccc1O. Product: O=C(Nc1ccccc1O)C(=O)N1CCC(Cc2ccccc2)CC1. Reaction SMILES: [CH2:1]([c:2]1[cH:3][cH:4][cH:5][cH:6][cH:7]1)[CH:8]1[CH2:9][CH2:10][N:11]([C:14]([C:15](=[O:16])[OH:17])=[O:18])[CH2:12][CH2:13]1.[CH3:27][CH2:28][CH2:29][CH2:30][CH2:31][CH3:32].[NH2:19][c:20]1[cH:21][cH:22][cH:23][cH:24][c:25]1[OH:26]>>[CH2:1]([c:2]1[cH:3][cH:4][cH:5][cH:6][cH:7]1)[CH:8]1[CH2:9][CH2:10][N:11]([C:14]([C:15](=[O:17])[NH:19][c:20]2[cH:21][cH:22][cH:23][cH:24][c:25]2[OH:26])=[O:18])[CH2:12][CH2:13]1. Reactants: [OH-].[Ca+2].[OH-] (calcium hydroxide), C(CC(O)(C(=O)O)CC(=O)O)(=O)O (citric acid), C(CC(O)(C(=O)O)CC(=O)O)(=O)O (citric acid), C(CC(O)(C(=O)O)CC(=O)O)(=O)O (citric acid), C(CC(O)(C(=O)O)CC(=O)O)(=O)O (citric acid), [OH-].[OH-].[Ca+2] (calcium hydroxide slurry), [OH-].[Ca+2].[OH-] (calcium hydroxide), [OH-].[Ca+2].[OH-] (calcium hydroxide). Run in O (water), O (water), O (water), O (water). Run at temperature 134 fahrenheit. The product is C(CC(O)(C(=O)[O-])CC(=O)[O-])(=O)[O-].[Ca+2].C(CC(O)(C(=O)[O-])CC(=O)[O-])(=O)[O-].[Ca+2].[Ca+2] (calcium citrate). As a reaction SMILES: [C:1]([OH:13])(=[O:12])[CH2:2][C:3]([CH2:8][C:9]([OH:11])=[O:10])([C:5]([OH:7])=[O:6])[OH:4].[OH-].[Ca+2:15].[OH-]>O>[C:1]([O-:13])(=[O:12])[CH2:2][C:3]([CH2:8][C:9]([O-:11])=[O:10])([C:5]([O-:7])=[O:6])[OH:4].[Ca+2:15].[C:1]([O-:13])(=[O:12])[CH2:2][C:3]([CH2:8][C:9]([O-:11])=[O:10])([C:5]([O-:7])=[O:6])[OH:4].[Ca+2:15].[Ca+2:15] |f:1.2.3,5.6.7.8.9|. Procedure details: A calcium citrate sample was prepared by reacting 2763.8 lbs. of citric acid with 1600 lbs. calcium hydroxide (97-98% Ca(OH)2 by analysis) in the presence of 1250.5 gallons of water. The mole ratio of calcium hydroxide to citric acid was very slightly less than 3:2, actually 2.92:2. The citric acid (Pfizer fine granular, food grade) was mixed in a large batch tank with 600 gallons of cold water. The calcium hydroxide (Mississippi Lime, hydrated lime, food codex) was mixed in a separate batch tan... Reactants: C1CCOC1, CCOCC, CCCCc1noc(C)c1CNc1ccc(C(=O)OC)cn1, CO, Cl, [Li+], [OH-], O, O. Product: CCCCc1noc(C)c1CNc1ccc(C(=O)O)cn1. Reaction SMILES: [CH2:27]1[O:28][CH2:29][CH2:30][CH2:31]1.[CH2:35]([O:36][CH2:37][CH3:38])[CH3:39].[CH3:1][O:2][C:3]([c:4]1[cH:5][n:6][c:7]([NH:10][CH2:11][c:12]2[c:13]([CH2:18][CH2:19][CH2:20][CH3:21])[n:14][o:15][c:16]2[CH3:17])[cH:8][cH:9]1)=[O:22].[CH3:33][OH:34].[ClH:26].[Li+:25].[OH-:24].[OH2:23].[OH2:32]>>[O:2]=[C:3]([c:4]1[cH:5][n:6][c:7]([NH:10][CH2:11][c:12]2[c:13]([CH2:18][CH2:19][CH2:20][CH3:21])[n:14][o:15][c:16]2[CH3:17])[cH:8][cH:9]1)[OH:22]. The reactants are ClC=1C=CC2=C(N=C(S2)S)C1.ClC=1SC2=C(N1)C=C(C=C2)Cl (2,5-Dichlorobenzothiazole 5-Chloro-2-mercaptobenzothiazole). Run in S(=O)(=O)(Cl)Cl (sulfuryl chloride). Reaction conditions: time 1 hour. The product is ClC=1SC2=C(N1)C=C(C=C2)Cl (2,5-dichlorobenzothiazole). The yield is 198.8%. As a reaction SMILES: ClC1C=CC2SC(S)=NC=2C=1.[Cl:12][C:13]1[S:14][C:15]2[CH:21]=[CH:20][C:19]([Cl:22])=[CH:18][C:16]=2[N:17]=1>S(Cl)(Cl)(=O)=O>[Cl:12][C:13]1[S:14][C:15]2[CH:21]=[CH:20][C:19]([Cl:22])=[CH:18][C:16]=2[N:17]=1 |f:0.1|. Procedure: 2,5-Dichlorobenzothiazole 5-Chloro-2-mercaptobenzothiazole (10.0 g) was added to sulfuryl chloride (50 ml) and the mixture was stirred at room temperature for a period of 1 hr. Excess sulfuryl chloride in the mixture was destroyed by the addition of water and the aqueous mixture was extracted with dichloromethane. The organic extract was washed with water, dried over anhydrous magnesium sulfate and passed through a short column of silica gel. The solvent was removed by distillation under reduced... Reactants: C(C)(C)(C)OC(=O)[C@H]1N(C(SC1)C1CCCCC1)C(CNC(NC=1C=C(C=CC1)CC(=O)OCC1=CC=CC=C1)=O)=O (benzyl (4R) -3-{3- [2- (4-tert-butoxycarbonyl-2-cyclohexyl-3-thiazolidinyl)-2-oxoethyl]-ureido}phenyl-acetate), C(=O)[O-].[NH4+] (ammonium formate), CO (methanol). Reagents/catalysts: [Pd] (palladium on charcoal). The solvent is [OH-].[Na+] (sodium hydroxide). Reaction conditions: temperature 25 celsius. Yields the product C(C)(C)(C)OC(=O)[C@H]1N(C(SC1)C1CCCCC1)C(CNC(NC=1C=C(C=CC1)CC(=O)O)=O)=O ((4R) -3-{3- [2- (4-tert-butoxycarbonyl-2-cyclohexyl-3-thiazolidinyl)-2-oxoethyl]ureido}phenylacetic acid). The yield is 58.9%. RXN SMILES: CO.[C:3]([O:7][C:8]([C@@H:10]1[CH2:14][S:13][CH:12]([CH:15]2[CH2:20][CH2:19][CH2:18][CH2:17][CH2:16]2)[N:11]1[C:21](=[O:44])[CH2:22][NH:23][C:24](=[O:43])[NH:25][C:26]1[CH:27]=[C:28]([CH2:32][C:33]([O:35]CC2C=CC=CC=2)=[O:34])[CH:29]=[CH:30][CH:31]=1)=[O:9])([CH3:6])([CH3:5])[CH3:4].C([O-])=O.[NH4+]>[Pd].[OH-].[Na+]>[C:3]([O:7][C:8]([C@@H:10]1[CH2:14][S:13][CH:12]([CH:15]2[CH2:16][CH2:17][CH2:18][CH2:19][CH2:20]2)[N:11]1[C:21](=[O:44])[CH2:22][NH:23][C:24](=[O:43])[NH:25][C:26]1[CH:27]=[C:28]([CH2:32][C:33]([OH:35])=[O:34])[CH:29]=[CH:30][CH:31]=1)=[O:9])([CH3:6])([CH3:4])[CH3:5] |f:2.3,5.6|. Procedure details: 30 cm3 of methanol are added slowly under an inert atmosphere into a round-bottomed flask containing 2.0 g of benzyl (4R) -3-{3- [2- (4-tert-butoxycarbonyl-2-cyclohexyl-3-thiazolidinyl)-2-oxoethyl]-ureido}phenyl-acetate (isomer A), 1.7 g of ammonium formate and 2.0 g of palladium on charcoal (10% Pd). The reaction medium is heated to reflux for 2 hours and then cooled to a temperature in the region of 25° C. The catalyst is separated by filtration and the filtrate is concentrated to dryness unde... Reactants: O1CCCC1 (tetrahydrofuran), CCO (EtOH), COC1=CC=C(C=C1)C1C(C1)C(=O)OCC (ethyl 2-(4-methoxyphenyl)cyclopropanecarboxylate), [OH-].[Na+] (sodium hydroxide). The solvent is O (water). Run at temperature 0 celsius, time 8 hour. Yields the product COC1=CC=C(C=C1)C1C(C1)C(=O)O (2-(4-Methoxyphenyl)cyclopropanecarboxylic acid). Isolated yield 93.9%. As a reaction SMILES: O1CCCC1.[CH3:6][O:7][C:8]1[CH:13]=[CH:12][C:11]([CH:14]2[CH2:16][CH:15]2[C:17]([O:19]CC)=[O:18])=[CH:10][CH:9]=1.[OH-].[Na+].CCO>O>[CH3:6][O:7][C:8]1[CH:9]=[CH:10][C:11]([CH:14]2[CH2:16][CH:15]2[C:17]([OH:19])=[O:18])=[CH:12][CH:13]=1 |f:2.3|. Procedure: To a 100 mL RB flask fitted with magnetic stirrer was charged with 20 mL of tetrahydrofuran. To the stirred solvent was added ethyl 2-(4-methoxyphenyl)cyclopropanecarboxylate (8 g, 36 mmol). The reaction mixture was cooled to 0° C. and sodium hydroxide (2.1 g, 54 mmol) in water (5 mL) was added drop wise, followed by ethanol (10 mL). The reaction mixture was stirred for 8 h at room temperature. The reaction mixture was concentrated to distill off the solvent; the crude was acidified with 1N hydr... Reactants: CCOC(C)=O, NCc1cccc(N)c1F, CN(C)C=O, O, O=C(O)c1ccc(Oc2ncccn2)cc1C(=O)O, c1c[nH]cn1. Product: Nc1cccc(CN2C(=O)c3ccc(Oc4ncccn4)cc3C2=O)c1F. As a reaction SMILES: [CH3:41][CH2:42][O:43][C:44](=[O:45])[CH3:46].[NH2:1][CH2:2][c:3]1[c:4]([F:10])[c:5]([NH2:9])[cH:6][cH:7][cH:8]1.[O:36]=[CH:37][N:38]([CH3:39])[CH3:40].[OH2:35].[n:16]1[c:17]([O:22][c:23]2[cH:24][c:25]([C:32]([OH:29])=[O:33])[c:26]([C:27](=[O:28])[OH:34])[cH:30][cH:31]2)[n:18][cH:19][cH:20][cH:21]1.[nH:11]1[cH:12][cH:13][n:14][cH:15]1>>[N:1]1([CH2:2][c:3]2[c:4]([F:10])[c:5]([NH2:9])[cH:6][cH:7][cH:8]2)[C:27](=[O:28])[c:26]2[c:25]([cH:24][c:23]([O:22][c:17]3[n:16][cH:21][cH:20][cH:19][n:18]3)[cH:31][cH:30]2)[C:32]1=[O:33].